The task is: describe an organic reaction: reactants, conditions, products, and yield. This data is from the Open Reaction Database (ORD), a public repository of structured organic reaction records. Reactants: FC(C(=O)O)(F)F.N[C@@H](C(=O)N1CC(CC1)(C#N)F)C(C)(C)C (1-((R)-2-amino-3,3-dimethylbutanoyl)-3-fluoropyrrolidine-3-carbonitrile trifluoroacetate), pyrazine-7-carboxylic acid, Cl.N[C@@H](C(=O)N1CCCC1)C(C)(C)C ((R)-2-amino-3,3-dimethyl-1-(pyrrolidin-1-yl)butan-1-one hydrochloride), C(C)N1N=CC(=C1)C1=CN=C2C(=N1)C(=CN2COCC[Si](C)(C)C)C(=O)O (2-(1-ethyl-1H-pyrazol-4-yl)-5-((2-(trimethylsilyl)ethoxy)methyl)-5H-pyrrolo[3,2-b]pyrazine-7-carboxylic acid). The product is C(#N)C1(CN(CC1)C(=O)[C@@H](C(C)(C)C)NC(=O)C1=CNC2=NC=C(N=C21)C=2C=NN(C2)CC)F (2-(1-Ethyl-1H-pyrazol-4-yl)-5H-pyrrolo[2,3-b]pyrazine-7-carboxylic acid [(R)-1-(3-cyano-3-fluoro-pyrrolidine-1-carbonyl)-2,2-dimethyl-propyl]-amide). RXN SMILES: FC(F)(F)C(O)=O.[NH2:8][C@H:9]([C:20]([CH3:23])([CH3:22])[CH3:21])[C:10]([N:12]1[CH2:16][CH2:15][C:14]([F:19])([C:17]#[N:18])[CH2:13]1)=[O:11].Cl.N[C@H](C(C)(C)C)C(N1CCCC1)=O.[CH2:38]([N:40]1[CH:44]=[C:43]([C:45]2[N:50]=[C:49]3[C:51]([C:62](O)=[O:63])=[CH:52][N:53](COCC[Si](C)(C)C)[C:48]3=[N:47][CH:46]=2)[CH:42]=[N:41]1)[CH3:39]>>[C:17]([C:14]1([F:19])[CH2:15][CH2:16][N:12]([C:10]([C@H:9]([NH:8][C:62]([C:51]2[C:49]3[C:48](=[N:47][CH:46]=[C:45]([C:43]4[CH:42]=[N:41][N:40]([CH2:38][CH3:39])[CH:44]=4)[N:50]=3)[NH:53][CH:52]=2)=[O:63])[C:20]([CH3:23])([CH3:22])[CH3:21])=[O:11])[CH2:13]1)#[N:18] |f:0.1,2.3|. Reported procedure: Prepared according to the procedure outlined in Example 1, steps 3-4 substituting 1-((R)-2-amino-3,3-dimethylbutanoyl)-3-fluoropyrrolidine-3-carbonitrile trifluoroacetate for (R)-2-amino-3,3-dimethyl-1-(pyrrolidin-1-yl)butan-1-one hydrochloride and 2-(1-ethyl-1H-pyrazol-4-yl)-5-((2-(trimethylsilyl)ethoxy)methyl)-5H-pyrrolo[3,2-b]pyrazine-7-carboxylic acid for 2-cyclopropyl-5-(2-trimethylsilanyl-ethoxymethyl)-5H-pyrrolo[2, 3-1)]pyrazine-7-carboxylic acid. MS: (M+H)+=467.